describe an organic reaction: reactants, conditions, products, and yield From a dataset of the Open Reaction Database (ORD), a public repository of structured organic reaction records. Reactants: NC1=CC=C(C=C1)N1C2=C(NC(CC1=O)=O)C1=CC=CC=C1C=C2 (5-(4-aminophenyl)-1H-naphtho[1,2-b][1,4]diazepine-2,4(3H,5H)-dione), [N+](=O)([O-])C1=C(C=CC=C1)CS(=O)(=O)Cl ((2-nitrophenyl)methanesulfonyl chloride). The product is O=C1CC(N(C2=C(N1)C1=CC=CC=C1C=C2)C2=CC=C(C=C2)NS(=O)(=O)CC2=C(C=CC=C2)[N+](=O)[O-])=O (N-[4-(2,4-Dioxo-1,2,3,4-tetrahydronaphtho[1,2-b][1,4]diazepin-5-yl)phenyl]-1-(2-nitrophenyl) methanesulfonamide). Isolated yield 41.0%. As a reaction SMILES: [NH2:1][C:2]1[CH:7]=[CH:6][C:5]([N:8]2[C:14](=[O:15])[CH2:13][C:12](=[O:16])[NH:11][C:10]3[C:17]4[C:22]([CH:23]=[CH:24][C:9]2=3)=[CH:21][CH:20]=[CH:19][CH:18]=4)=[CH:4][CH:3]=1.[N+:25]([C:28]1[CH:33]=[CH:32][CH:31]=[CH:30][C:29]=1[CH2:34][S:35](Cl)(=[O:37])=[O:36])([O-:27])=[O:26]>>[O:16]=[C:12]1[NH:11][C:10]2[C:17]3[C:22]([CH:23]=[CH:24][C:9]=2[N:8]([C:5]2[CH:6]=[CH:7][C:2]([NH:1][S:35]([CH2:34][C:29]4[CH:30]=[CH:31][CH:32]=[CH:33][C:28]=4[N+:25]([O-:27])=[O:26])(=[O:36])=[O:37])=[CH:3][CH:4]=2)[C:14](=[O:15])[CH2:13]1)=[CH:21][CH:20]=[CH:19][CH:18]=3. Reported procedure: By using 5-(4-aminophenyl)-1H-naphtho[1,2-b][1,4]diazepine-2,4(3H,5H)-dione obtained in Example 1, (3), and (2-nitrophenyl)methanesulfonyl chloride, the title compound (yield 41%) was obtained in the same manner as that of Example 145.